Dataset: the Open Reaction Database (ORD), a public repository of structured organic reaction records. Task: describe an organic reaction: reactants, conditions, products, and yield The reactants are ( 1 ), ClCCCI (1-chloro-3-iodopropane), ( 1 ), ClC1=C(C=CC(=C1)Cl)CC(=O)O (2-(2,4-Dichlorophenyl)acetic acid), C[Si](C)(C)[N-][Si](C)(C)C.[Na+] (NaHMDS). The product is ClCCCC(C(=O)O)C1=C(C=C(C=C1)Cl)Cl (5-chloro-2-(2,4-dichlorophenyl)pentanoic acid). Isolated yield 57.8%. As a reaction SMILES: [Cl:1][C:2]1[CH:7]=[C:6]([Cl:8])[CH:5]=[CH:4][C:3]=1[CH2:9][C:10]([OH:12])=[O:11].C[Si]([N-][Si](C)(C)C)(C)C.[Na+].[Cl:23][CH2:24][CH2:25][CH2:26]I>>[Cl:23][CH2:24][CH2:25][CH2:26][CH:9]([C:3]1[CH:4]=[CH:5][C:6]([Cl:8])=[CH:7][C:2]=1[Cl:1])[C:10]([OH:12])=[O:11] |f:1.2|. Procedure details: Step AD (1): 2-(2,4-Dichlorophenyl)acetic acid (10.25 g, 50.0 mmol) was deprotonated with NaHMDS (1.0 M in THF, 100 mL, 100 mmol) and reacted with 1-chloro-3-iodopropane (5.27 mL, 50.0 mmol) using a procedure analogous to Step AC (1) to afford, after purification by silica gel column chromatography, 5-chloro-2-(2,4-dichlorophenyl)pentanoic acid (8.15 g, 28.9 mmol, 58% yield) as a colorless oil. MS (M+H)+ 280.9. 1H NMR (500 MHz, chloroform-d) δ ppm 7.47 (d, J=2.14 Hz, 1 H) 7.34-7.40 (m, 1 H) 7.28... The reactants are [OH-].[K+] (potassium hydroxide), C1(=CC=CC=C1)CCCS (3-phenylpropyl mercaptan), ClC1=C(C=O)C=C(C=C1)[N+](=O)[O-] (2-chloro-5-nitrobenzaldehyde). Run in CN(C)C=O (DMF). Conditions: temperature 100 celsius, time 48 hour. Yields the product C1(=CC=CC=C1)CCCSC1=C(C=O)C=C(C=C1)[N+](=O)[O-] (2-(3-Phenylpropyl)thio-5-nitrobenzaldehyde). RXN SMILES: [OH-].[K+].[C:3]1([CH2:9][CH2:10][CH2:11][SH:12])[CH:8]=[CH:7][CH:6]=[CH:5][CH:4]=1.Cl[C:14]1[CH:21]=[CH:20][C:19]([N+:22]([O-:24])=[O:23])=[CH:18][C:15]=1[CH:16]=[O:17]>CN(C=O)C>[C:3]1([CH2:9][CH2:10][CH2:11][S:12][C:14]2[CH:21]=[CH:20][C:19]([N+:22]([O-:24])=[O:23])=[CH:18][C:15]=2[CH:16]=[O:17])[CH:8]=[CH:7][CH:6]=[CH:5][CH:4]=1 |f:0.1|. Reported procedure: To a reaction mixture of DMF (40 mL), potassium hydroxide (1.45 g, 25.9 mmol), and 3-phenylpropyl mercaptan (3.28 g, 21.6 mmol), was added 2-chloro-5-nitrobenzaldehyde (4.00 g, 21.6 mmol). The resulting mixture was heated at 100° C. for 45 minutes. The mixture was cooled, poured onto ice-water (350 mL) and allowed to stand at room temperature for 48 hours. A yellow semi-solid which formed was collected and dissolved in ethyl acetate (100 mL), dried over Na2SO4, and filtered. The solvent removed ...